Task: describe an organic reaction: reactants, conditions, products, and yield. Dataset: the Open Reaction Database (ORD), a public repository of structured organic reaction records Starting materials: ClC1=CC=C2C=CC(N(C2=N1)CC1OCCO1)=O (7-chloro-1-(1,3-dioxolan-2-ylmethyl)-1,8-naphthyridin-2(1H)-one), C[O-].[Na+].CO (sodium methoxide methanol), O (water). The solvent is CO (methanol). Conditions: time 40 minute. Yields the product O1C(OCC1)CN1C(C=CC2=CC=C(N=C12)OC)=O (1-(1,3-dioxolan-2-ylmethyl)-7-methoxy-1,8-naphthyridin-2(1H)-one). Reaction SMILES: Cl[C:2]1[N:11]=[C:10]2[C:5]([CH:6]=[CH:7][C:8](=[O:18])[N:9]2[CH2:12][CH:13]2[O:17][CH2:16][CH2:15][O:14]2)=[CH:4][CH:3]=1.[CH3:19][O-:20].[Na+].CO.O>CO>[O:14]1[CH2:15][CH2:16][O:17][CH:13]1[CH2:12][N:9]1[C:10]2[C:5](=[CH:4][CH:3]=[C:2]([O:20][CH3:19])[N:11]=2)[CH:6]=[CH:7][C:8]1=[O:18] |f:1.2.3|. Procedure details: To a solution of 2.5 g of 7-chloro-1-(1,3-dioxolan-2-ylmethyl)-1,8-naphthyridin-2(1H)-one in 30 mL of methanol, 5.4 g of a 28% sodium methoxide/methanol solution was added, and the mixture was heated under reflux while stirring for 3 hours 40 minutes. The reaction mixture was cooled to room temperature, then water was added thereto, and the solvent was then distilled off under reduced pressure. To the resultant residue, water, a saturated aqueous ammonium chloride solution and chloroform were ad... Reactants: BrC1=COC2=C1C=C(C=C2)C(=O)OC (methyl 3-bromo-1-benzofuran-5-carboxylate), ClC1=C(C=CC=C1)B(O)O ((2-chlorophenyl)boronic acid). The product is ClC1=C(C=CC=C1)C1=COC2=C1C=C(C=C2)C(=O)OC (methyl 3-(2-chlorophenyl)-1-benzofuran-5-carboxylate). Isolated yield 92.0%. RXN SMILES: Br[C:2]1[C:6]2[CH:7]=[C:8]([C:11]([O:13][CH3:14])=[O:12])[CH:9]=[CH:10][C:5]=2[O:4][CH:3]=1.[Cl:15][C:16]1[CH:21]=[CH:20][CH:19]=[CH:18][C:17]=1B(O)O>>[Cl:15][C:16]1[CH:21]=[CH:20][CH:19]=[CH:18][C:17]=1[C:2]1[C:6]2[CH:7]=[C:8]([C:11]([O:13][CH3:14])=[O:12])[CH:9]=[CH:10][C:5]=2[O:4][CH:3]=1. Reported procedure: In the same manner as in Reference Example 19 and using methyl 3-bromo-1-benzofuran-5-carboxylate instead of methyl 3-iodoimidazo[1,2-a]pyridine-6-carboxylate and (2-chlorophenyl)boronic acid instead of (4-methoxyphenyl)boronic acid, the title compound (yield 92%) was obtained as colorless crystals. Reactants: Nc1cc(-c2cc(OCc3ccccc3)cc(OCc3ccccc3)c2)n[nH]1, Cl, Nc1cc[nH]n1, C1CCOC1, O=C1Nc2ccccc2C1=CO. Product: O=C1Nc2ccccc2C1=CNc1cc(-c2cc(OCc3ccccc3)cc(OCc3ccccc3)c2)n[nH]1. As a reaction SMILES: [CH2:20]([c:21]1[cH:22][cH:23][cH:24][cH:25][cH:26]1)[O:27][c:28]1[cH:29][c:30](-[c:42]2[cH:43][c:44]([NH2:47])[nH:45][n:46]2)[cH:31][c:32]([O:34][CH2:35][c:36]2[cH:37][cH:38][cH:39][cH:40][cH:41]2)[cH:33]1.[ClH:19].[NH2:1][c:2]1[cH:3][cH:4][nH:5][n:6]1.[O:48]1[CH2:49][CH2:50][CH2:51][CH2:52]1.[OH:7][CH:8]=[C:9]1[C:10](=[O:18])[NH:11][c:12]2[cH:13][cH:14][cH:15][cH:16][c:17]21>>[CH:8](=[C:9]1[C:10](=[O:18])[NH:11][c:12]2[cH:13][cH:14][cH:15][cH:16][c:17]21)[NH:47][c:44]1[cH:43][c:42](-[c:30]2[cH:29][c:28]([O:27][CH2:20][c:21]3[cH:22][cH:23][cH:24][cH:25][cH:26]3)[cH:33][c:32]([O:34][CH2:35][c:36]3[cH:37][cH:38][cH:39][cH:40][cH:41]3)[cH:31]2)[n:46][nH:45]1. The reactants are [OH-].[Na+] (Sodium hydroxide), C(C)(C)(C)N1CC(NC2=C(C1=O)C=C(C=C2)C#C[Si](C)(C)C)=O (4-tert-butyl-3,4-dihydro-7-[(trimethylsilyl)ethynyl]-1H-1,4-benzodiazepine-2,5-dione). Run in CO (methanol). Conditions: time 2 hour. Product: C(C)(C)(C)N1CC(NC2=C(C1=O)C=C(C=C2)C#C)=O (4-Tert-butyl-7-ethynyl-3,4-dihydro-1H-1,4-benzodiazepine-2,5-dione). The yield is 85.8%. RXN SMILES: [OH-].[Na+].[C:3]([N:7]1[C:13](=[O:14])[C:12]2[CH:15]=[C:16]([C:19]#[C:20][Si](C)(C)C)[CH:17]=[CH:18][C:11]=2[NH:10][C:9](=[O:25])[CH2:8]1)([CH3:6])([CH3:5])[CH3:4]>CO>[C:3]([N:7]1[C:13](=[O:14])[C:12]2[CH:15]=[C:16]([C:19]#[CH:20])[CH:17]=[CH:18][C:11]=2[NH:10][C:9](=[O:25])[CH2:8]1)([CH3:6])([CH3:5])[CH3:4] |f:0.1|. Procedure details: 1N Sodium hydroxide solution (3.4 mL) is added to a suspension of 4-tert-butyl-3,4-dihydro-7-[(trimethylsilyl)ethynyl]-1H-1,4-benzodiazepine-2,5-dione (1.0 g, 3.0 mmol) in methanol. The reaction mixture is stirred at room temperature for 2 hours, concentrated in vacuo and extracted with ethyl acetate. The combined organic extracts are washed with brine, dried over anhydrous sodium sulfate and concentrated in vacuo to give the title product as a light brown solid (0.66 g, mp 216°-219° C.). Starting materials: O=[N+]([O-])c1ccc(Br)cn1, CCCC[N+](CCCC)(CCCC)CCCC, CC1(O)CCNCC1, CS(C)=O, CCOC(C)=O, [I-]. The product is CC1(O)CCN(c2ccc([N+](=O)[O-])nc2)CC1. Reaction SMILES: [Br:9][c:10]1[cH:11][cH:12][c:13]([N+:16](=[O:17])[O-:18])[n:14][cH:15]1.[CH2:20]([N+:21]([CH2:22][CH2:23][CH2:24][CH3:25])([CH2:26][CH2:27][CH2:28][CH3:29])[CH2:30][CH2:31][CH2:32][CH3:33])[CH2:34][CH2:35][CH3:36].[CH3:1][C:2]1([OH:8])[CH2:3][CH2:4][NH:5][CH2:6][CH2:7]1.[CH3:37][S:38]([CH3:39])=[O:40].[CH3:41][CH2:42][O:43][C:44]([CH3:45])=[O:46].[I-:19]>>[CH3:1][C:2]1([OH:8])[CH2:3][CH2:4][N:5]([c:10]2[cH:11][cH:12][c:13]([N+:16](=[O:17])[O-:18])[n:14][cH:15]2)[CH2:6][CH2:7]1. Reactants: [O-]S(=O)(=O)[O-].[Na+].[Na+] (Na2SO4), N1(CCC(CCC1)C(=O)OCC)C(=O)OC(C)(C)C (1-tert-Butyl 4-ethyl azepane-1,4-dicarboxylate), O (Water), [H-].[H-].[H-].[H-].[Li+].[Al+3] (LiAlH4). Solvent: C1CCOC1 (THF). Conditions: time 30 minute. Yields the product OCC1CCN(CCC1)C(=O)OC(C)(C)C (tert-butyl 4-(hydroxymethyl)azepane-1-carboxylate). The yield is 101.8%. Reaction SMILES: [N:1]1([C:13]([O:15][C:16]([CH3:19])([CH3:18])[CH3:17])=[O:14])[CH2:7][CH2:6][CH2:5][CH:4]([C:8](OCC)=[O:9])[CH2:3][CH2:2]1.[H-].[H-].[H-].[H-].[Li+].[Al+3].O.[O-]S([O-])(=O)=O.[Na+].[Na+]>C1COCC1>[OH:9][CH2:8][CH:4]1[CH2:5][CH2:6][CH2:7][N:1]([C:13]([O:15][C:16]([CH3:19])([CH3:18])[CH3:17])=[O:14])[CH2:2][CH2:3]1 |f:1.2.3.4.5.6,8.9.10|. Procedure details: 1-tert-Butyl 4-ethyl azepane-1,4-dicarboxylate (3.3 g, 12 mmol, US Publication No. 2006/229289) was dissolved in THF (100 mL) and cooled in an ice bath. LiAlH4 (12 mL, 12 mmol) was added slowly and stirred for 30 minutes. Water (˜3 mL) was added slowly, followed by Na2SO4. The reaction was filtered and concentrated to afford crude tert-butyl 4-(hydroxymethyl)azepane-1-carboxylate (2.8 g, 100%).